Dataset: the Open Reaction Database (ORD), a public repository of structured organic reaction records. Task: describe an organic reaction: reactants, conditions, products, and yield The reactants are C(=O)(O)[O-].[Na+] (NaHCO3), CC1=C(C(=NC=C1)N)[N+](=O)[O-] (4-methyl-3-nitropyridin-2-amine), [H][H] (hydrogen), C1(=CC=CC=C1)C(OC)(OC)OC (PhC(OMe)3), CC=1C=CC(=CC1)S(=O)(=O)O (PTSA). Reagents/catalysts: [Ni] (Ni). Run in CCCCCC (hexane), O (Water), CO (methanol). Run at temperature 165 celsius, time 1.75 hour. Yields the product CC1=C2C(=NC=C1)NC(=N2)C2=CC=CC=C2 (7-methyl-2-phenyl-3H-imidazo[4,5-b]pyridine). Yield: 40.0%. RXN SMILES: [CH3:1][C:2]1[CH:7]=[CH:6][N:5]=[C:4]([NH2:8])[C:3]=1[N+:9]([O-])=O.[H][H].[C:14]1([C:20](OC)(OC)OC)[CH:19]=[CH:18][CH:17]=[CH:16][CH:15]=1.CC1C=CC(S(O)(=O)=O)=CC=1.C([O-])(O)=O.[Na+]>CO.[Ni].CCCCCC.O>[CH3:1][C:2]1[CH:7]=[CH:6][N:5]=[C:4]2[NH:8][C:20]([C:14]3[CH:19]=[CH:18][CH:17]=[CH:16][CH:15]=3)=[N:9][C:3]=12 |f:4.5|. Reported procedure: Raney Ni (1.5 g) is added to a mixture of commercially available nitrogen-containing 4-methyl-3-nitropyridin-2-amine x220 (4.0 g, 26.1 mmol) in methanol (150 ml), and the obtained reaction mixture is hydrogenated in the Parr apparatus at the hydrogen pressure 3 atm until the total conversion of compound x220 is attained for approximately 1.5-2 h. The catalyst is separated by filtration, the filtrate is washed with methanol, and the alcohol solution is evaporated to dryness. The residue is dissol...